Dataset: the Open Reaction Database (ORD), a public repository of structured organic reaction records. Task: describe an organic reaction: reactants, conditions, products, and yield Reactants: O=C1Cc2c(Br)cccc2N1, Cc1c(C=O)[nH]c2c1C(=O)N(CCN1CCCC1)CCC2. Product: Cc1c(C=C2C(=O)Nc3cccc(Br)c32)[nH]c2c1C(=O)N(CCN1CCCC1)CCC2. As a reaction SMILES: [Br:22][c:23]1[c:24]2[c:28]([cH:29][cH:30][cH:31]1)[NH:27][C:26](=[O:32])[CH2:25]2.[CH3:1][c:2]1[c:3]([CH:20]=[O:21])[nH:4][c:5]2[c:6]1[C:7](=[O:19])[N:8]([CH2:12][CH2:13][N:14]1[CH2:15][CH2:16][CH2:17][CH2:18]1)[CH2:9][CH2:10][CH2:11]2>>[CH3:1][c:2]1[c:3]([CH:20]=[C:25]2[c:24]3[c:23]([Br:22])[cH:31][cH:30][cH:29][c:28]3[NH:27][C:26]2=[O:32])[nH:4][c:5]2[c:6]1[C:7](=[O:19])[N:8]([CH2:12][CH2:13][N:14]1[CH2:15][CH2:16][CH2:17][CH2:18]1)[CH2:9][CH2:10][CH2:11]2. The reactants are CCO, [Na+], CCOC(=O)c1ccccc1N1CCOCC1, C1CCOC1, [OH-]. The product is O=C(O)c1ccccc1N1CCOCC1. RXN SMILES: [CH2:20]([OH:21])[CH3:22].[Na+:19].[O:1]1[CH2:2][CH2:3][N:4]([c:7]2[c:8]([C:9](=[O:10])[O:11][CH2:12][CH3:13])[cH:14][cH:15][cH:16][cH:17]2)[CH2:5][CH2:6]1.[O:23]1[CH2:24][CH2:25][CH2:26][CH2:27]1.[OH-:18]>>[O:1]1[CH2:2][CH2:3][N:4]([c:7]2[c:8]([C:9](=[O:10])[OH:11])[cH:14][cH:15][cH:16][cH:17]2)[CH2:5][CH2:6]1. Reagents/catalysts: O=[Pt]=O (PtO2). RXN SMILES: [C:1]1([O:9][CH2:10][C:11]2[CH:16]=[CH:15][CH:14]=[CH:13][N:12]=2)[C:2]([CH3:8])=[CH:3][CH:4]=[CH:5][C:6]=1[CH3:7].[H][H]>C(O)(=O)C.O=[Pt]=O>[C:1]1([O:9][CH2:10][CH:11]2[CH2:16][CH2:15][CH2:14][CH2:13][NH:12]2)[C:2]([CH3:8])=[CH:3][CH:4]=[CH:5][C:6]=1[CH3:7]. Procedure details: Twenty-nine (29) g of 2-[(2,6-xyloxy)methyl]pyridine were hydrogenated in 250 mls of concentrated acetic acid using hydrogen in the presence of 1.0 g of PtO2. The hydrogenation took place by introducing hydrogen to theoretical volume at 70°-80° C. in an autoclave at a pressure of 5-10 atmospheres. The catalyst was filtered off, and the acetic acid evaporated. Twenty-four (24) g of 2-[(2,6-xyloxy)methyl]piperidine were obtained. The acetic acid salt produced was dissolved in 300 mls of water and ... The reactants are [H][H] (hydrogen), [H][H] (hydrogen), ( 29 ), C=1(C(=CC=CC1C)C)OCC1=NC=CC=C1 (2-[(2,6-xyloxy)methyl]pyridine). Solvent: C(C)(=O)O (acetic acid). Yields the product ( 24 ), C=1(C(=CC=CC1C)C)OCC1NCCCC1 (2-[(2,6-xyloxy)methyl]piperidine). The reactants are CC(C)(C)c1ccc(S(=O)(=O)Nc2ccc(Cl)cc2C(=O)c2ccnc(Cl)c2)cc1, C1CCOC1, C[S-], [Na+]. The product is CSc1cc(C(=O)c2cc(Cl)ccc2NS(=O)(=O)c2ccc(C(C)(C)C)cc2)ccn1. As a reaction SMILES: [C:1]([CH3:2])([CH3:3])([CH3:4])[c:5]1[cH:6][cH:7][c:8]([S:11](=[O:12])(=[O:13])[NH:14][c:15]2[c:16]([C:22](=[O:23])[c:24]3[cH:25][c:26]([Cl:30])[n:27][cH:28][cH:29]3)[cH:17][c:18]([Cl:21])[cH:19][cH:20]2)[cH:9][cH:10]1.[CH2:34]1[O:35][CH2:36][CH2:37][CH2:38]1.[CH3:31][S-:32].[Na+:33]>>[C:1]([CH3:2])([CH3:3])([CH3:4])[c:5]1[cH:6][cH:7][c:8]([S:11](=[O:12])(=[O:13])[NH:14][c:15]2[c:16]([C:22](=[O:23])[c:24]3[cH:25][c:26]([S:32][CH3:31])[n:27][cH:28][cH:29]3)[cH:17][c:18]([Cl:21])[cH:19][cH:20]2)[cH:9][cH:10]1. Starting materials: C1(CC1)NC(=O)N1C=CC2=CC(=CC=C12)OC1=CC(=NC=C1)N (N1-cyclopropyl-5-[(2-amino-4-pyridyl)oxy]-1H-1-indolecarboxamide), ClCCN=C=O (2-chloroethyl isocyanate). Run in O1CCCC1 (tetrahydrofuran). Product: C1(CC1)NC(=O)N1C=CC2=CC(=CC=C12)OC1=CC(=NC=C1)NC(=O)NCCCl (N1-Cyclopropyl-5-{[2-({[2-chloroethylamino]carbonyl}amino)-4-pyridyl]oxy}-1H-1-indolecarboxamide). Isolated yield 52.2%. As a reaction SMILES: [CH:1]1([NH:4][C:5]([N:7]2[C:15]3[C:10](=[CH:11][C:12]([O:16][C:17]4[CH:22]=[CH:21][N:20]=[C:19]([NH2:23])[CH:18]=4)=[CH:13][CH:14]=3)[CH:9]=[CH:8]2)=[O:6])[CH2:3][CH2:2]1.[Cl:24][CH2:25][CH2:26][N:27]=[C:28]=[O:29]>O1CCCC1>[CH:1]1([NH:4][C:5]([N:7]2[C:15]3[C:10](=[CH:11][C:12]([O:16][C:17]4[CH:22]=[CH:21][N:20]=[C:19]([NH:23][C:28]([NH:27][CH2:26][CH2:25][Cl:24])=[O:29])[CH:18]=4)=[CH:13][CH:14]=3)[CH:9]=[CH:8]2)=[O:6])[CH2:3][CH2:2]1. Procedure: N1-cyclopropyl-5-[(2-amino-4-pyridyl)oxy]-1H-1-indolecarboxamide (400 mg), 2-chloroethyl isocyanate (150 mg) and tetrahydrofuran (5 ml) were stirred at 80° C. for 1.5 hours. The mixture was returned to room temperature, silica gel was added, and the solvent was distilled off under reduced pressure. The silica gel was charged into a dry column packed with silica gel, and purification was performed by column chromatography (hexane:ethyl acetate=1:1, followed by ethyl acetate) to obtain 280 mg of a... Starting materials: CCN(CC)CCCl, Cc1nc(N)nc2c1C(=NOCCCN(C)C)CC(c1cc(F)ccc1-c1ccccc1)C2, Cl, [H-], Cc1nc(N)nc2c1C(=NO)CC(c1ccccc1-c1ccccc1)C2, [Na+]. Yields the product CCN(CC)CCON=C1CC(c2ccccc2-c2ccccc2)Cc2nc(N)nc(C)c21. RXN SMILES: [CH2:28]([CH3:29])[N:30]([CH2:31][CH2:32][Cl:33])[CH2:34][CH3:35].[CH3:38][N:39]([CH3:40])[CH2:41][CH2:42][CH2:43][O:44][N:45]=[C:46]1[CH2:47][CH:48]([c:49]2[cH:50][c:51]([F:52])[cH:53][cH:54][c:55]2-[c:56]2[cH:57][cH:58][cH:59][cH:60][cH:61]2)[CH2:62][c:63]2[n:64][c:65]([NH2:66])[n:67][c:68]([CH3:69])[c:70]21.[ClH:27].[H-:36].[NH2:1][c:2]1[n:3][c:4]2[c:9]([c:10]([CH3:12])[n:11]1)[C:8](=[N:13][OH:14])[CH2:7][CH:6]([c:15]1[c:16](-[c:21]3[cH:22][cH:23][cH:24][cH:25][cH:26]3)[cH:17][cH:18][cH:19][cH:20]1)[CH2:5]2.[Na+:37]>>[NH2:1][c:2]1[n:3][c:4]2[c:9]([c:10]([CH3:12])[n:11]1)[C:8](=[N:13][O:14][CH2:32][CH2:31][N:30]([CH2:28][CH3:29])[CH2:34][CH3:35])[CH2:7][CH:6]([c:15]1[c:16](-[c:21]3[cH:22][cH:23][cH:24][cH:25][cH:26]3)[cH:17][cH:18][cH:19][cH:20]1)[CH2:5]2. Starting materials: CCOC(=O)C(O)=Cc1cc(Cl)ncc1[N+](=O)[O-], C1CCC(N2CCNCC2)C1, [Na+], O=C([O-])O, CN(C)C=O. Yields the product CCOC(=O)C(O)=Cc1cc(N2CCN(C3CCCC3)CC2)ncc1[N+](=O)[O-]. As a reaction SMILES: [CH2:1]([CH3:2])[O:3][C:4]([C:5](=[CH:6][c:7]1[cH:8][c:9]([Cl:16])[n:10][cH:11][c:12]1[N+:13](=[O:14])[O-:15])[OH:17])=[O:18].[CH:19]1([N:24]2[CH2:25][CH2:26][NH:27][CH2:28][CH2:29]2)[CH2:20][CH2:21][CH2:22][CH2:23]1.[Na+:39].[O-:35][C:36]([OH:37])=[O:38].[O:30]=[CH:31][N:32]([CH3:33])[CH3:34]>>[CH2:1]([CH3:2])[O:3][C:4]([C:5](=[CH:6][c:7]1[cH:8][c:9]([N:27]2[CH2:26][CH2:25][N:24]([CH:19]3[CH2:20][CH2:21][CH2:22][CH2:23]3)[CH2:29][CH2:28]2)[n:10][cH:11][c:12]1[N+:13](=[O:14])[O-:15])[OH:17])=[O:18]. Starting materials: C(C1=CC=CC=C1)N([C@@H]1CC[C@H](CC1)C1=CC=C(C(=O)N[C@H](C(=O)OCC)C(C)C)C=C1)C[C@@H](COC1=CC(=C(C=C1)OCC1=CC=CC=C1)NS(=O)(=O)C)O (ethyl trans-(2S)-2-[(4-{4-[benzyl((2S)-3-{4-(benzyloxy)-3-[(methylsulfonyl)amino]phenoxy}-2-hydroxypropyl)amino]cyclohexyl}benzoyl)amino]-3-methylbutanoate). Reagents/catalysts: [Pd] (palladium-on-charcoal). The solvent is C(C)O (ethanol). Conditions: time 3 hour. Yields the product O[C@@H](CN[C@@H]1CC[C@H](CC1)C1=CC=C(C(=O)N[C@@H](C(C)C)C(=O)OCC)C=C1)COC1=CC(=C(C=C1)O)NS(=O)(=O)C (Ethyl trans-N-(4-{4-[((2S)-2-hydroxy-3-{4-hydroxy-3-[(methylsulfonyl)amino]phenoxy}propyl)amino]cyclohexyl}benzoyl)-L-valinate), solid. The yield is 44.0%. As a reaction SMILES: C([N:8]([CH2:33][C@H:34]([OH:56])[CH2:35][O:36][C:37]1[CH:42]=[CH:41][C:40]([O:43]CC2C=CC=CC=2)=[C:39]([NH:51][S:52]([CH3:55])(=[O:54])=[O:53])[CH:38]=1)[C@H:9]1[CH2:14][CH2:13][C@H:12]([C:15]2[CH:32]=[CH:31][C:18]([C:19]([NH:21][C@@H:22]([CH:28]([CH3:30])[CH3:29])[C:23]([O:25][CH2:26][CH3:27])=[O:24])=[O:20])=[CH:17][CH:16]=2)[CH2:11][CH2:10]1)C1C=CC=CC=1>C(O)C.[Pd]>[OH:56][C@H:34]([CH2:35][O:36][C:37]1[CH:42]=[CH:41][C:40]([OH:43])=[C:39]([NH:51][S:52]([CH3:55])(=[O:54])=[O:53])[CH:38]=1)[CH2:33][NH:8][C@H:9]1[CH2:10][CH2:11][C@H:12]([C:15]2[CH:32]=[CH:31][C:18]([C:19]([NH:21][C@H:22]([C:23]([O:25][CH2:26][CH3:27])=[O:24])[CH:28]([CH3:30])[CH3:29])=[O:20])=[CH:17][CH:16]=2)[CH2:13][CH2:14]1. Procedure: A suspension of 1.35 g (0.35 mmol) of ethyl trans-(2S)-2-[(4-{4-[benzyl((2S)-3-{4-(benzyloxy)-3-[(methylsulfonyl)amino]phenoxy}-2-hydroxypropyl)amino]cyclohexyl}benzoyl)amino]-3-methylbutanoate and of 0.177 g of palladium-on-charcoal (10% Pd, 50% in water) in 15 ml of ethanol is placed under hydrogen atmosphere and stirred for 3 h. The catalyst is subsequently filtered off and the solvents are evaporated under reduced pressure. The title compound is obtained in the form of a white solid (0.138 g... The reactants are [C-]1(C=CC=C1)C1(OCCC1)CCCO.[CH-]1C=CC=C1.[Fe+2] (2-ferrocenyl-2-(3-hydroxypropyl)tetrahydrofuran). Solvent: FC(C(=O)O)(F)F (trifluoroacetic acid). Conditions: time 8 hour. Product: [C-]1(C=CC=C1)C(=CCCO)CCCO.[CH-]1C=CC=C1.[Fe+2] (4-ferrocenyl-3heptene-1,7-diol). The yield is 63.0%. As a reaction SMILES: [C-:1]1([C:6]2([CH2:11][CH2:12][CH2:13][OH:14])[CH2:10][CH2:9][CH2:8][O:7]2)[CH:5]=[CH:4][CH:3]=[CH:2]1.[CH-:15]1[CH:19]=[CH:18][CH:17]=[CH:16]1.[Fe+2:20]>FC(F)(F)C(O)=O>[C-:1]1([C:6]([CH2:10][CH2:9][CH2:8][OH:7])=[CH:11][CH2:12][CH2:13][OH:14])[CH:5]=[CH:4][CH:3]=[CH:2]1.[CH-:15]1[CH:19]=[CH:18][CH:17]=[CH:16]1.[Fe+2:20] |f:0.1.2,4.5.6|. Procedure details: 2-Ferrocenyl-2-(3-hydroxypropyl)tetrahydrofuran (II), 20.5 g (0.065 mole), was dissolved in 100 ml of trifluoroacetic acid at 25°C with external cooling (in an ice bath). After 5 hours about half of the trifluoroacetic acid was removed under reduced pressure at 25°C. The residue was dissolved in 200 ml of tetrahydrofuran (THF). Then 100 ml of 6N NaOH was added with cooling and the mixture was stirred overnight. The THF phase was separated and the THF removed under reduced pressure. The product c...